From a dataset of the Open Reaction Database (ORD), a public repository of structured organic reaction records. describe an organic reaction: reactants, conditions, products, and yield Starting materials: C1(CCCCC1)[C@H](C)NCC(O)(C)C (N-((1S)-1-Cyclohexyl-1-ethyl)-N-(2,2-dimethyl-2-hydroxyethyl)amine), O=S(Cl)Cl (SOCl2), ClC1=C(C=CC=C1Cl)N=C=S (2,3-dichlorophenyl isothiocyanate). Product: Cl.ClC1=C(C=CC=C1Cl)N=C1SC(CN1[C@@H](C)C1CCCCC1)(C)C (2-(2,3-dichlorophenylimino)-3-((1S)-1-cyclohexyl-1-ethyl)-5,5-dimethyl-1,3-thiazolidine HCl salt). Reaction SMILES: [CH:1]1([C@@H:7]([NH:9][CH2:10][C:11]([CH3:14])([CH3:13])O)[CH3:8])[CH2:6][CH2:5][CH2:4][CH2:3][CH2:2]1.O=S(Cl)[Cl:17].[Cl:19][C:20]1[C:25]([Cl:26])=[CH:24][CH:23]=[CH:22][C:21]=1[N:27]=[C:28]=[S:29]>>[ClH:17].[Cl:19][C:20]1[C:25]([Cl:26])=[CH:24][CH:23]=[CH:22][C:21]=1[N:27]=[C:28]1[N:9]([C@H:7]([CH:1]2[CH2:6][CH2:5][CH2:4][CH2:3][CH2:2]2)[CH3:8])[CH2:10][C:11]([CH3:14])([CH3:13])[S:29]1 |f:3.4|. Procedure details: (1S)-1-Cyclohexyl-1-ethylamine was reacted with 1,2-epoxy-2-methylpropane according to Method B5b to give N-((1S)-1-cyclohexyl-1-ethyl)-N-(2,2-dimethyl-2-hydroxyethyl)amine. N-((1S)-1-Cyclohexyl-1-ethyl)-N-(2,2-dimethyl-2-hydroxyethyl)amine was reacted with SOCl2 followed by 2,3-dichlorophenyl isothiocyanate according to Method C2f to afford 2-(2,3-dichlorophenylimino)-3-((1S)-1-cyclohexyl-1-ethyl)-5,5-dimethyl-1,3-thiazolidine HCl salt. Reactants: NC=1C=C2C(=NC=NC2=CC1)NC1=C(C=C(C=C1)F)F (6-amino-4-(2',4'-difluoroanilino)quinazoline), COC(COC)OC (2-methoxyacetaldehyde dimethyl acetal). The product is FC1=C(NC2=NC=NC3=CC=C(C=C23)NCCOC)C=CC(=C1)F (4-(2',4'-difluoroanilino)-6-(2-methoxyethylamino)quinazoline). The yield is 28.0%. As a reaction SMILES: [NH2:1][C:2]1[CH:3]=[C:4]2[C:9](=[CH:10][CH:11]=1)[N:8]=[CH:7][N:6]=[C:5]2[NH:12][C:13]1[CH:18]=[CH:17][C:16]([F:19])=[CH:15][C:14]=1[F:20].[CH3:21][O:22][CH:23](OC)[CH2:24]OC>>[F:20][C:14]1[CH:15]=[C:16]([F:19])[CH:17]=[CH:18][C:13]=1[NH:12][C:5]1[C:4]2[C:9](=[CH:10][CH:11]=[C:2]([NH:1][CH2:24][CH2:23][O:22][CH3:21])[CH:3]=2)[N:8]=[CH:7][N:6]=1. Procedure details: Using an analogous reductive amination procedure to that described in Example 1, 6-amino-4-(2',4'-difluoroanilino)quinazoline was reacted with 2-methoxyacetaldehyde dimethyl acetal to give 4-(2',4'-difluoroanilino)-6-(2-methoxyethylamino)quinazoline in 28% yield, m.p. 175-176° C.; NMR Spectrum: 3.31 (s, 3H), 3.38 (t, 2H), 3.61 (t, 2H), 6.19 (t, 1H), 7.07-7.18 (m, 2H), 7.27-7.38 (m, 2H), 7.48-7.6 (m, 2H), 8.2 (s, 1H), 9.3 (broad s, 1H); Elemental Analysis: Found C, 61.7; H, 4.9; N, 16.9; C17H16F2... The reactants are NC=1C(=NC(=CN1)C=1C=NC=CC1)C(=O)NN (3-amino-6-(3-pyridyl)pyrazine-2-carbohydrazide), S1C(=CC=C1)C(=N)N (thiophene-2-carboxamidine), C(C)[O-].[Na+] (sodium ethanolate). The solvent is CN(C)C=O (DMF). Conditions: temperature 160 celsius. Product: N1=CC(=CC=C1)C=1N=C(C(=NC1)N)C1=NN=C(N1)C=1SC=CC1 (5-(pyridin-3-yl)-3-(5-(thiophen-2-yl)-4H-1,2,4-triazol-3-yl)pyrazin-2-amine). The yield is 42.1%. Reaction SMILES: [NH2:1][C:2]1[C:3]([C:14]([NH:16][NH2:17])=O)=[N:4][C:5]([C:8]2[CH:9]=[N:10][CH:11]=[CH:12][CH:13]=2)=[CH:6][N:7]=1.[S:18]1[CH:22]=[CH:21][CH:20]=[C:19]1[C:23](N)=[NH:24].C([O-])C.[Na+]>CN(C=O)C>[N:10]1[CH:11]=[CH:12][CH:13]=[C:8]([C:5]2[N:4]=[C:3]([C:14]3[NH:24][C:23]([C:19]4[S:18][CH:22]=[CH:21][CH:20]=4)=[N:17][N:16]=3)[C:2]([NH2:1])=[N:7][CH:6]=2)[CH:9]=1 |f:2.3|. Procedure: 3-amino-6-(3-pyridyl)pyrazine-2-carbohydrazide (40 mg, 0.173 mmoles), thiophene-2-carboxamidine (21.92 mg, 0.173 mmoles) and sodium ethanolate (11.82 mg, 0.173 mmoles) were added to a microwave vial. DMF (1 mL) was then added and the vial sealed and heated in the microwave at 160° C. for 40 minutes. The reaction mixture was filtered and purified by reverse phase preparative HPLC [Waters Sunfire C18, 10 mM, 100 Å column, gradient 10%-95% B (solvent A: 0.05% TFA in water; solvent B: CH3CN) over 16... The reactants are C(=O)([O-])[O-].[Na+].[Na+] (Na2CO3), N1=CN=CC(=C1)C(C)(C)N (2-(5-pyrimidinyl)-2-propylamine), C(=O)([O-])[O-].[K+].[K+] (K2CO3), [I-].C[N+]1(CCC(CC1)=O)C (1,1-dimethyl-4-oxopiperidinium iodide). Run in O (water), C(C)O (ethanol). Product: N1=CN=CC(=C1)C(C)(C)N1CCC(CC1)=O (1-(2-(5-pyrimidinyl)-prop-2-yl)-4-oxopiperidine). Yield: 34.1%. Reaction SMILES: [N:1]1[CH:6]=[C:5]([C:7]([NH2:10])([CH3:9])[CH3:8])[CH:4]=[N:3][CH:2]=1.C([O-])([O-])=O.[K+].[K+].[I-].C[N+]1(C)[CH2:24][CH2:23][C:22](=[O:25])[CH2:21][CH2:20]1.C([O-])([O-])=O.[Na+].[Na+]>O.C(O)C>[N:1]1[CH:6]=[C:5]([C:7]([N:10]2[CH2:24][CH2:23][C:22](=[O:25])[CH2:21][CH2:20]2)([CH3:9])[CH3:8])[CH:4]=[N:3][CH:2]=1 |f:1.2.3,4.5,6.7.8|. Procedure: To a stirred mixture of 2-(5-pyrimidinyl)-2-propylamine (660 mg), ethanol (9 mL) and K2CO3 (665 mg) heated to reflux was added dropwise over 30 min, a solution of 1,1-dimethyl-4-oxopiperidinium iodide (1.9 g) in water (36 mL). When the addition was complete, the mixture was heated under reflux for an additional 2 h, cooled, basified to pH 10 with Na2CO3 and extracted with ethyl acetate (3 .Yen.100 mL). The combined organic extracts were dried over MgSO4 and concentrated under reduced pressure. C...